Dataset: the Open Reaction Database (ORD), a public repository of structured organic reaction records. Task: describe an organic reaction: reactants, conditions, products, and yield The reactants are O=C([O-])[O-], CCOC(=O)C(=Cc1ccc(O)cc1C)OCC, Cc1oc(-c2ccccc2F)nc1CCl, [Cs+], [Cs+], [I-], [K+]. Yields the product CCOC(=O)C(=Cc1ccc(OCc2nc(-c3ccccc3F)oc2C)cc1C)OCC. Reaction SMILES: [C:34](=[O:35])([O-:36])[O-:37].[CH2:1]([CH3:2])[O:3][C:4]([C:5](=[CH:6][c:7]1[c:8]([CH3:14])[cH:9][c:10]([OH:13])[cH:11][cH:12]1)[O:15][CH2:16][CH3:17])=[O:18].[Cl:19][CH2:20][c:21]1[n:22][c:23](-[c:27]2[c:28]([F:33])[cH:29][cH:30][cH:31][cH:32]2)[o:24][c:25]1[CH3:26].[Cs+:38].[Cs+:39].[I-:41].[K+:40]>>[CH2:1]([CH3:2])[O:3][C:4]([C:5](=[CH:6][c:7]1[c:8]([CH3:14])[cH:9][c:10]([O:13][CH2:20][c:21]2[n:22][c:23](-[c:27]3[c:28]([F:33])[cH:29][cH:30][cH:31][cH:32]3)[o:24][c:25]2[CH3:26])[cH:11][cH:12]1)[O:15][CH2:16][CH3:17])=[O:18]. Starting materials: CC[SiH](CC)CC, CSCCC(NC(=O)OC(C)(C)C)C(=O)OC1CCCC1, ClCCl, O=C(O)C(F)(F)F. Product: CSCCC(N)C(=O)OC1CCCC1. As a reaction SMILES: [CH2:29]([SiH:30]([CH2:31][CH3:32])[CH2:33][CH3:34])[CH3:35].[CH:1]1([O:6][C:7]([CH:8]([NH:9][C:10]([O:11][C:12]([CH3:13])([CH3:14])[CH3:15])=[O:16])[CH2:17][CH2:18][S:19][CH3:20])=[O:21])[CH2:2][CH2:3][CH2:4][CH2:5]1.[Cl:36][CH2:37][Cl:38].[F:22][C:23]([F:24])([F:25])[C:26]([OH:27])=[O:28]>>[CH:1]1([O:6][C:7]([CH:8]([NH2:9])[CH2:17][CH2:18][S:19][CH3:20])=[O:21])[CH2:2][CH2:3][CH2:4][CH2:5]1.